From a dataset of the Open Reaction Database (ORD), a public repository of structured organic reaction records. describe an organic reaction: reactants, conditions, products, and yield Reactants: CCOC(=O)c1cn(CC)c2nc(OC)ncc2c1=O, C1CCNC1, Cc1ccccc1, O. The product is CCOC(=O)c1cn(CC)c2nc(N3CCCC3)ncc2c1=O. RXN SMILES: [CH2:1]([CH3:2])[O:3][C:4](=[O:5])[c:6]1[c:7](=[O:20])[c:8]2[c:9]([n:10][c:11]([O:14][CH3:15])[n:12][cH:13]2)[n:16]([CH2:18][CH3:19])[cH:17]1.[CH2:21]1[CH2:22][CH2:23][NH:24][CH2:25]1.[CH3:26][c:27]1[cH:28][cH:29][cH:30][cH:31][cH:32]1.[OH2:33]>>[CH2:1]([CH3:2])[O:3][C:4](=[O:5])[c:6]1[c:7](=[O:20])[c:8]2[c:9]([n:10][c:11]([N:24]3[CH2:23][CH2:22][CH2:21][CH2:25]3)[n:12][cH:13]2)[n:16]([CH2:18][CH3:19])[cH:17]1. Reactants: NC1=NC(=CC(=N1)N1C[C@H](CCC1)C(=O)NC1=C(C=CC=C1)C)C1=CC(=C(C=C1)C#N)F ((3S)-1-[2-amino-6-(4-cyano-3-fluorophenyl)-4-pyrimidinyl]-N-(2-methylphenyl)-3-piperidinecarboxamide), CCN(C(C)C)C(C)C (Hunig's base), NN (hydrazine). Run in CCO (EtOH). Conditions: temperature 150 celsius. The product is NC1=NC(=CC(=N1)N1C[C@H](CCC1)C(=O)NC1=C(C=CC=C1)C)C1=CC=C2C(=NNC2=C1)N ((3S)-1-[2-Amino-6-(3-amino-1H-indazol-6-yl)-4-pyrimidinyl]-N-(2-methylphenyl)-3-piperidinecarboxamide). Yield: 54.1%. As a reaction SMILES: [NH2:1][C:2]1[N:7]=[C:6]([N:8]2[CH2:13][CH2:12][CH2:11][C@H:10]([C:14]([NH:16][C:17]3[CH:22]=[CH:21][CH:20]=[CH:19][C:18]=3[CH3:23])=[O:15])[CH2:9]2)[CH:5]=[C:4]([C:24]2[CH:29]=[CH:28][C:27]([C:30]#[N:31])=[C:26](F)[CH:25]=2)[N:3]=1.CCN(C(C)C)C(C)C.[NH2:42][NH2:43]>CCO>[NH2:1][C:2]1[N:7]=[C:6]([N:8]2[CH2:13][CH2:12][CH2:11][C@H:10]([C:14]([NH:16][C:17]3[CH:22]=[CH:21][CH:20]=[CH:19][C:18]=3[CH3:23])=[O:15])[CH2:9]2)[CH:5]=[C:4]([C:24]2[CH:25]=[C:26]3[C:27]([C:30]([NH2:31])=[N:42][NH:43]3)=[CH:28][CH:29]=2)[N:3]=1. Procedure details: Into a microwave tube, (3S)-1-[2-amino-6-(4-cyano-3-fluorophenyl)-4-pyrimidinyl]-N-(2-methylphenyl)-3-piperidinecarboxamide (90 mg, 0.209 mmol), 3 mL of EtOH, Hunig's base (0.11 mL, 0.627 mmol), and hydrazine anhydrous (0.026 mL, 0.836 mmol) were added, and the yellow mixture was heated at 150° C. for 150 minutes under microwave conditions. The solution turned black. LCMS showed mainly product with 10% of remaining starting material. The black solids were filtered and the yellow filtrate was eva... Reactants: CC(C)(C)NCC(C=1C=CC(=C(C1)CO)O)O (Salbutamol), OC(=O)CCCCCCCCC (Capric acid). Run in C(C)O (ethanol), C(C)(=O)OCC (ethyl acetate). Reaction conditions: time 36 hour. The product is CC(C)(C)NCC(C=1C=CC(=C(C1)CO)O)O.[O-]C(=O)CCCCCCCCC (Salbutamol caprate). Reaction SMILES: [CH3:1][C:2]([NH:5][CH2:6][CH:7]([OH:17])[C:8]1[CH:9]=[CH:10][C:11]([OH:16])=[C:12]([CH2:14][OH:15])[CH:13]=1)([CH3:4])[CH3:3].[OH:18][C:19]([CH2:21][CH2:22][CH2:23][CH2:24][CH2:25][CH2:26][CH2:27][CH2:28][CH3:29])=[O:20]>C(O)C.C(OCC)(=O)C>[CH3:4][C:2]([NH:5][CH2:6][CH:7]([OH:17])[C:8]1[CH:9]=[CH:10][C:11]([OH:16])=[C:12]([CH2:14][OH:15])[CH:13]=1)([CH3:1])[CH3:3].[O-:20][C:19]([CH2:21][CH2:22][CH2:23][CH2:24][CH2:25][CH2:26][CH2:27][CH2:28][CH3:29])=[O:18] |f:4.5|. Procedure: Salbutamol base (13.91 g; 58.13 mmol) was dissolved in ethanol (600 mL, 96%) with magnetic stirring to give a pale yellow liquid. Capric acid (10.01 g; 58.11 mmol) was added with vigorous stirring which was continued until all solid material had dissolved. The solvent was removed by rotary-evaporation to give a pale yellow tacky semi-solid. This was dissolved in warm ethyl acetate (300 mL), then stored at 5° C. for 36 hours, resulting in the precipitation of a fine white solid. The mother liquor... Reactants: C(C1=CC=CC=C1)C1=NC=CC=C1 (2-Benzylpyridine), BrCC(=O)N1CCCC1 (1-(bromoacetyl)pyrrolidine). Solvent: C(C)#N.CO (acetonitrile methanol). Run at temperature 98 celsius, time 2 hour. Product: [Br-].N1(CCCC1)C(C[N+]1=C(C=CC=C1)CC1=CC=CC=C1)=O (1-[2-(1-pyrrolidinyl)-2-oxoethyl]-2-benzylpyridinium bromide). Isolated yield 68.0%. As a reaction SMILES: [CH2:1]([C:8]1[CH:13]=[CH:12][CH:11]=[CH:10][N:9]=1)[C:2]1[CH:7]=[CH:6][CH:5]=[CH:4][CH:3]=1.[Br:14][CH2:15][C:16]([N:18]1[CH2:22][CH2:21][CH2:20][CH2:19]1)=[O:17]>C(#N)C.CO>[Br-:14].[N:18]1([C:16](=[O:17])[CH2:15][N+:9]2[CH:10]=[CH:11][CH:12]=[CH:13][C:8]=2[CH2:1][C:2]2[CH:7]=[CH:6][CH:5]=[CH:4][CH:3]=2)[CH2:22][CH2:21][CH2:20][CH2:19]1 |f:2.3,4.5|. Procedure details: 2-Benzylpyridine (1.0 g, 5.9 mmole) and 1-(bromoacetyl)pyrrolidine (1.134 g, 5.9 mmole) were heated with stirring in an oil bath at 98° C. for 2 hr. The viscous mixture was dissolved in 10 mL 4:1 acetonitrile-methanol and stored at 4° C. for 2 days. The crystals which separated were filtered out to give 1.96 g of crude product which was recrystalized from methanol-acetonitrile to give 1.45 g of the title compound, mp 224–226° C. Reactants: CSC1=CC=C(\C=C/2\C(=C(C3=CC(=CC=C23)N(C)C)CC(=O)O)C)C=C1 ((Z)-1-(p-methylthiobenzylidene)-5-dimethylamino-2-methyl-3-indenylacetic acid), C(C(=O)Cl)(=O)Cl (oxalylchloride). The solvent is C1CCOC1 (THF). Product: CSC1=CC=C(\C=C/2\C(=C(C3=CC(=CC=C23)N(C)C)CC(=O)Cl)C)C=C1 ((Z)-1-(4-Methylthiobenzylidene)-5-dimethylamino-2-methyl-3-indenylacetyl chloride). RXN SMILES: [CH3:1][S:2][C:3]1[CH:26]=[CH:25][C:6](/[CH:7]=[C:8]2/[C:9]([CH3:24])=[C:10]([CH2:20][C:21](O)=[O:22])[C:11]3[C:16]/2=[CH:15][CH:14]=[C:13]([N:17]([CH3:19])[CH3:18])[CH:12]=3)=[CH:5][CH:4]=1.C(Cl)(=O)C([Cl:30])=O>C1COCC1>[CH3:1][S:2][C:3]1[CH:26]=[CH:25][C:6](/[CH:7]=[C:8]2/[C:9]([CH3:24])=[C:10]([CH2:20][C:21]([Cl:30])=[O:22])[C:11]3[C:16]/2=[CH:15][CH:14]=[C:13]([N:17]([CH3:19])[CH3:18])[CH:12]=3)=[CH:5][CH:4]=1. Procedure details: (Z)-1-(p-methylthiobenzylidene)-5-dimethylamino-2-methyl-3-indenylacetic acid (70 mmol) in THF (500 ml) is allowed to react with oxalylchloride (2 M in CH2Cl2 ; 70 mmol) under reflux conditions (24 hours). The solvent is evaporated to yield the title compound, which is used as such in the next step. The reactants are CC(C)C#N, [O-][Cl+3]([O-])([O-])[O-], [O-][Cl+3]([O-])([O-])[O-], [Mg+2], C1OCC2OC12, OCc1ccccc1. Yields the product OC1COCC1OCc1ccccc1. Reaction SMILES: [C:26](#[N:27])[CH:28]([CH3:29])[CH3:30].[Cl+3:15]([O-:16])([O-:17])([O-:18])[O-:19].[Cl+3:21]([O-:22])([O-:23])([O-:24])[O-:25].[Mg+2:20].[O:1]1[CH:2]2[CH2:3][O:4][CH2:5][CH:6]12.[OH:7][CH2:8][c:9]1[cH:10][cH:11][cH:12][cH:13][cH:14]1>>[OH:1][CH:2]1[CH2:3][O:4][CH2:5][CH:6]1[O:7][CH2:8][c:9]1[cH:10][cH:11][cH:12][cH:13][cH:14]1.